This data is from the Open Reaction Database (ORD), a public repository of structured organic reaction records. The task is: describe an organic reaction: reactants, conditions, products, and yield Reactants: FC1=C(C=CC(=C1)C(=O)N1CCNCC1)N1C(OC[C@H]1COC)=O ((R)-3-[2-fluoro-4-(piperazine-1-carbonyl)phenyl]-4-methoxymethyloxazolidin-2-one), C(C)(=O)OCC (ethyl acetate), ClC1=NC=C(C=C1Cl)Cl (2,3,5-trichloropyridine), C([O-])([O-])=O.[K+].[K+] (potassium carbonate). Solvent: CN(C=O)C (N,N-dimethylformamide). Conditions: temperature 100 celsius. Product: ClC=1C(=NC=C(C1)Cl)N1CCN(CC1)C(=O)C1=CC(=C(C=C1)N1C(OC[C@H]1COC)=O)F ((R)-3-{4-[4-(3,5-dichloropyridin-2-yl)piperazine-1-carbonyl]-2-fluorophenyl}-4-methoxymethyloxazolidin-2-one). Yield: 48.8%. As a reaction SMILES: [F:1][C:2]1[CH:7]=[C:6]([C:8]([N:10]2[CH2:15][CH2:14][NH:13][CH2:12][CH2:11]2)=[O:9])[CH:5]=[CH:4][C:3]=1[N:16]1[C@H:20]([CH2:21][O:22][CH3:23])[CH2:19][O:18][C:17]1=[O:24].Cl[C:26]1[C:31]([Cl:32])=[CH:30][C:29]([Cl:33])=[CH:28][N:27]=1.C(=O)([O-])[O-].[K+].[K+].C(OCC)(=O)C>CN(C)C=O>[Cl:32][C:31]1[C:26]([N:13]2[CH2:14][CH2:15][N:10]([C:8]([C:6]3[CH:5]=[CH:4][C:3]([N:16]4[C@H:20]([CH2:21][O:22][CH3:23])[CH2:19][O:18][C:17]4=[O:24])=[C:2]([F:1])[CH:7]=3)=[O:9])[CH2:11][CH2:12]2)=[N:27][CH:28]=[C:29]([Cl:33])[CH:30]=1 |f:2.3.4|. Procedure details: (R)-3-[2-fluoro-4-(piperazine-1-carbonyl)phenyl]-4-methoxymethyloxazolidin-2-one (343 mg) described in Preparation Example 94 was dissolve in N,N-dimethylformamide (2 mL), 2,3,5-trichloropyridine (275 mg) and potassium carbonate (562 mg) were added and the mixture was stirred at 100° C. To the reaction mixture was added ethyl acetate under ice-cooling and insoluble materials were filtered off. Water was added to the filtrate and the mixture was extracted with ethyl acetate. The organic layer was... Reactants: BrC1=CC=CC(=N1)[C@H]([C@@H](C1=CC=CC=C1)O)NC(OC(C)(C)C)=O ((±)-tert-Butyl (1R,2R)-1-(6-bromopyridin-2-yl)-2-hydroxy-2-phenylethylcarbamate), BrC=1C=NC=C(C=O)C1 (5-bromonicotinaldehyde), C(C)OP(OCC)(=O)CC1=CC=CC=C1 (diethylbenzylphosphonate). Product: BrC=1C=C(C=NC1)[C@H]1NC(O[C@@H]1C1=CC=CC=C1)=O ((±)-(4R,5R)-4-(5-Bromopyridin-3-yl)-5-phenyloxazolidin-2-one). Reaction SMILES: BrC1N=C([C@@H]([NH:17][C:18](=[O:24])[O:19]C(C)(C)C)[C@H](O)C2C=CC=CC=2)C=CC=1.[Br:25][C:26]1[CH:27]=[N:28][CH:29]=[C:30]([CH:33]=1)[CH:31]=O.C(OP([CH2:42][C:43]1[CH:48]=[CH:47][CH:46]=[CH:45][CH:44]=1)(=O)OCC)C>>[Br:25][C:26]1[CH:33]=[C:30]([C@@H:31]2[C@@H:42]([C:43]3[CH:44]=[CH:45][CH:46]=[CH:47][CH:48]=3)[O:24][C:18](=[O:19])[NH:17]2)[CH:29]=[N:28][CH:27]=1. Procedure: Prepared according to the same procedure as (±)-tert-Butyl (1R,2R)-1-(6-bromopyridin-2-yl)-2-hydroxy-2-phenylethylcarbamate, starting with 5-bromonicotinaldehyde and diethylbenzylphosphonate. 1H-NMR (CDCl3, 500 MHz) δ 8.67 (d, J=2.1 Hz, 1H), 8.37 (d, J=1.5 Hz, 1H), 7.91 (t, J=2.1 Hz, 1H), 7.43 (m, 3H), 7.30 (m, 2H), 7.12 (bs, 1H), 5.25 (d, J=7.6 Hz, 1H), 4.84 (d, J=7.6 Hz, 1H); 13C NMR (126 MHz, CDCl3) δ ppm 159.0, 151.6, 146.4, 136.7, 136.4, 136.1, 129.7, 129.3, 126.1, 125.5, 121.6, 85.7, 62.3,...